Dataset: the Open Reaction Database (ORD), a public repository of structured organic reaction records. Task: describe an organic reaction: reactants, conditions, products, and yield Reactants: C(C)(C)(C)O[C@H](CO)C=1C(=C2C=CC(=NC2=CC1C)COC)C1=CC=C(C=C1)Cl ((S)-2-tert-butoxy-2-(5-(4-chlorophenyl)-2-(methoxymethyl)-7-methylquinolin-6-yl)ethanol), [O-]CC.[Na+] (sodium ethoxide). Solvent: CO (methanol), C(C)O (ethanol). Product: C(C)(C)(C)O[C@H](CO)C=1C(=C2C=CC(=NC2=CC1C)COCC)C1=CC=C(C=C1)Cl ((S)-2-tert-Butoxy-2-(5-(4-chlorophenyl)-2-(ethoxymethyl)-7-methylquinolin-6-yl)ethanol). Reaction SMILES: [C:1]([O:5][C@@H:6]([C:9]1[C:10]([C:23]2[CH:28]=[CH:27][C:26]([Cl:29])=[CH:25][CH:24]=2)=[C:11]2[C:16](=[CH:17][C:18]=1[CH3:19])[N:15]=[C:14]([CH2:20][O:21][CH3:22])[CH:13]=[CH:12]2)[CH2:7][OH:8])([CH3:4])([CH3:3])[CH3:2].[O-][CH2:31]C.[Na+]>C(O)C.CO>[C:1]([O:5][C@@H:6]([C:9]1[C:10]([C:23]2[CH:24]=[CH:25][C:26]([Cl:29])=[CH:27][CH:28]=2)=[C:11]2[C:16](=[CH:17][C:18]=1[CH3:19])[N:15]=[C:14]([CH2:20][O:21][CH2:22][CH3:31])[CH:13]=[CH:12]2)[CH2:7][OH:8])([CH3:4])([CH3:2])[CH3:3] |f:1.2|. Reported procedure: (S)-2-tert-Butoxy-2-(5-(4-chlorophenyl)-2-(ethoxymethyl)-7-methylquinolin-6-yl)ethanol was prepared following the procedure used to prepare compound (S)-2-tert-butoxy-2-(5-(4-chlorophenyl)-2-(methoxymethyl)-7-methylquinolin-6-yl)ethanol of Example 12, except that sodium ethoxide in ethanol solution was used instead of sodium methoxide in methanol solution. LCMS-ESI+ (m/z): 428.2, 430.2 (M+H)+. Starting materials: [BH4-], CO, ClCCl, COC(=O)c1nc(-c2ccc(C=O)cc2)cc(N)c1Cl, [Na+]. The product is COC(=O)c1nc(-c2ccc(CO)cc2)cc(N)c1Cl. As a reaction SMILES: [BH4-:1].[CH3:26][OH:27].[Cl:23][CH2:24][Cl:25].[NH2:3][c:4]1[c:5]([Cl:22])[c:6]([C:18](=[O:19])[O:20][CH3:21])[n:7][c:8](-[c:10]2[cH:11][cH:12][c:13]([CH:16]=[O:17])[cH:14][cH:15]2)[cH:9]1.[Na+:2]>>[NH2:3][c:4]1[c:5]([Cl:22])[c:6]([C:18](=[O:19])[O:20][CH3:21])[n:7][c:8](-[c:10]2[cH:11][cH:12][c:13]([CH2:16][OH:17])[cH:14][cH:15]2)[cH:9]1. The reactants are C(C)C(COC=1C=C(C=CC1)CCCN1C(C2=CC=CC=C2C1=O)=O)(CC)O (2-(3-(3-(2-ethyl-2-hydroxybutoxy)phenyl)propyl)isoindoline-1,3-dione), O.NN (hydrazine hydrate). Yields the product NCCCC=1C=C(OCC(CC)(CC)O)C=CC1 (3-((3-(3-aminopropyl)phenoxy)methyl)pentan-3-ol). Reaction SMILES: [CH2:1]([C:3]([OH:28])([CH2:26][CH3:27])[CH2:4][O:5][C:6]1[CH:7]=[C:8]([CH2:12][CH2:13][CH2:14][N:15]2C(=O)C3C(=CC=CC=3)C2=O)[CH:9]=[CH:10][CH:11]=1)[CH3:2].O.NN>>[NH2:15][CH2:14][CH2:13][CH2:12][C:8]1[CH:7]=[C:6]([CH:11]=[CH:10][CH:9]=1)[O:5][CH2:4][C:3]([OH:28])([CH2:26][CH3:27])[CH2:1][CH3:2] |f:1.2|. Reported procedure: Deprotection of 2-(3-(3-(2-ethyl-2-hydroxybutoxy)phenyl)propyl)isoindoline-1,3-dione using hydrazine hydrate following the method described in Example 18 gave Example 32. 1H NMR (400 MHz, DMSO-d6) δ 7.13 (t, J=6.8 Hz, 1H), 6.69-6.73 (m, 3H), 4.28 (brs, 1H), 3.66 (s, 2H), 2.99 (t, J=4.8 Hz, 2H), 2.47-2.55 (m, 4H), 1.45-1.51 (m, 4H), 0.80 (t, J=7.6 Hz, 6H). Starting materials: O=C(OCc1ccccc1)C(Cc1ccc(OCCCF)cc1)NC(=O)C1CCCCN1S(=O)(=O)c1cccc(F)c1, CCO. Product: O=C(O)C(Cc1ccc(OCCCF)cc1)NC(=O)C1CCCCN1S(=O)(=O)c1cccc(F)c1. RXN SMILES: [CH2:1]([c:2]1[cH:3][cH:4][cH:5][cH:6][cH:7]1)[O:8][C:9]([CH:10]([CH2:11][c:12]1[cH:13][cH:14][c:15]([O:18][CH2:19][CH2:20][CH2:21][F:22])[cH:16][cH:17]1)[NH:23][C:24](=[O:25])[CH:26]1[N:27]([S:32](=[O:33])(=[O:34])[c:35]2[cH:36][c:37]([F:41])[cH:38][cH:39][cH:40]2)[CH2:28][CH2:29][CH2:30][CH2:31]1)=[O:42].[CH3:43][CH2:44][OH:45]>>[O:8]=[C:9]([CH:10]([CH2:11][c:12]1[cH:13][cH:14][c:15]([O:18][CH2:19][CH2:20][CH2:21][F:22])[cH:16][cH:17]1)[NH:23][C:24](=[O:25])[CH:26]1[N:27]([S:32](=[O:33])(=[O:34])[c:35]2[cH:36][c:37]([F:41])[cH:38][cH:39][cH:40]2)[CH2:28][CH2:29][CH2:30][CH2:31]1)[OH:42]. Starting materials: BrB(Br)Br, CC(C)=O, COc1ccccc1Cc1ccc(Cl)nn1, ClCCl. Yields the product Oc1ccccc1Cc1ccc(Cl)nn1. Reaction SMILES: [B:17]([Br:18])([Br:19])[Br:20].[CH3:21][C:22](=[O:23])[CH3:24].[Cl:1][c:2]1[cH:3][cH:4][c:5]([CH2:8][c:9]2[c:10]([O:15][CH3:16])[cH:11][cH:12][cH:13][cH:14]2)[n:6][n:7]1.[Cl:25][CH2:26][Cl:27]>>[Cl:1][c:2]1[cH:3][cH:4][c:5]([CH2:8][c:9]2[c:10]([OH:15])[cH:11][cH:12][cH:13][cH:14]2)[n:6][n:7]1. The reactants are C1CCOC1, CCOC(C)=O, CC[Si](CC)(CC)OC(CI)c1ccc(Cl)c(NS(C)(=O)=O)c1. The product is CS(=O)(=O)Nc1cc(C2CO2)ccc1Cl. Reaction SMILES: [CH2:30]1[O:31][CH2:32][CH2:33][CH2:34]1.[CH3:24][CH2:25][O:26][C:27](=[O:28])[CH3:29].[Cl:1][c:2]1[c:3]([NH:19][S:20](=[O:21])(=[O:22])[CH3:23])[cH:4][c:5]([CH:8]([CH2:9][I:18])[O:11][Si:10]([CH2:12][CH3:13])([CH2:14][CH3:15])[CH2:16][CH3:17])[cH:6][cH:7]1>>[Cl:1][c:2]1[c:3]([NH:19][S:20](=[O:21])(=[O:22])[CH3:23])[cH:4][c:5]([CH:8]2[CH2:9][O:11]2)[cH:6][cH:7]1.